describe an organic reaction: reactants, conditions, products, and yield From a dataset of the Open Reaction Database (ORD), a public repository of structured organic reaction records. Run at time 20 hour. The product is C(#N)C=1C=NNC1C1=NC(=NC=C1)S(=O)C (4-(4-cyano-1H-pyrazol-5-yl)-2-(methylsulfinyl)pyrimidine). The reactants are OOS(=O)[O-].[K+] (Oxone), C(#N)C=1C=NNC1C1=NC(=NC=C1)SC (4-(4-cyano-1H-pyrazol-5-yl)-2-(methylthio)pyrimidine). Reported procedure: A solution of Oxone (475 mg, 0.77 mmol, 1.2 equiv) in water(10 mL) was added to a solution of 4-(4-cyano-1H-pyrazol-5-yl)-2-(methylthio)pyrimidine (4-3, 670 mg, 2.86 mmol, 1 equiv) in methanol (150 mL), and the resulting mixture was stirred under ambient condition for 20 hours. The reaction was concentrated and the resulting residue was sonicated in water and filtered to provide 4-(4-cyano-1H-pyrazol-5-yl)-2-(methylsulfinyl)pyrimidine (4-4) as a solid. 1H NMR (500 MHz, DMSO-d6) δ 9.11(dd, 1H, J=... Solvent: O (water), CO (methanol). As a reaction SMILES: [OH:1]OS([O-])=O.[K+].[C:7]([C:9]1[CH:10]=[N:11][NH:12][C:13]=1[C:14]1[CH:19]=[CH:18][N:17]=[C:16]([S:20][CH3:21])[N:15]=1)#[N:8]>O.CO>[C:7]([C:9]1[CH:10]=[N:11][NH:12][C:13]=1[C:14]1[CH:19]=[CH:18][N:17]=[C:16]([S:20]([CH3:21])=[O:1])[N:15]=1)#[N:8] |f:0.1|. The reactants are BrCC1=C(C(N=C(N1)C=1SC=C(N1)C(F)(F)F)C1=C(C=C(C=C1)Cl)Cl)C(=O)OCC (Ethyl 6-(bromomethyl)-4-(2,4-dichlorophenyl)-2-(4-(trifluoromethyl)thiazol-2-yl)-1,4-dihydropyrimidine-5-carboxylate), Cl.N1C(COCC1)C(=O)O (morpholine-3-carboxylic acid hydrochloride). Product: ClC1=C(C=CC(=C1)Cl)C1C(=C(NC(=N1)C=1SC=C(N1)C(F)(F)F)CN1C(COCC1)C(=O)O)C(=O)OCC (4-((6-(2,4-dichlorophenyl)-5-(ethoxycarbonyl)-2-(4-(trifluoromethyl)thiazol-2-yl)-3,6-dihydropyrimidin-4-yl)methyl)morpholine-3-carboxylic acid). The yield is 84.3%. As a reaction SMILES: Br[CH2:2][C:3]1[NH:8][C:7]([C:9]2[S:10][CH:11]=[C:12]([C:14]([F:17])([F:16])[F:15])[N:13]=2)=[N:6][CH:5]([C:18]2[CH:23]=[CH:22][C:21]([Cl:24])=[CH:20][C:19]=2[Cl:25])[C:4]=1[C:26]([O:28][CH2:29][CH3:30])=[O:27].Cl.[NH:32]1[CH2:37][CH2:36][O:35][CH2:34][CH:33]1[C:38]([OH:40])=[O:39]>>[Cl:25][C:19]1[CH:20]=[C:21]([Cl:24])[CH:22]=[CH:23][C:18]=1[CH:5]1[N:6]=[C:7]([C:9]2[S:10][CH:11]=[C:12]([C:14]([F:17])([F:16])[F:15])[N:13]=2)[NH:8][C:3]([CH2:2][N:32]2[CH2:37][CH2:36][O:35][CH2:34][CH:33]2[C:38]([OH:40])=[O:39])=[C:4]1[C:26]([O:28][CH2:29][CH3:30])=[O:27] |f:1.2|. Procedure details: Ethyl 6-(bromomethyl)-4-(2,4-dichlorophenyl)-2-(4-(trifluoromethyl)thiazol-2-yl)-1,4-dihydropyrimidine-5-carboxylate (0.1 g, 0.18 mmol) was reacted with morpholine-3-carboxylic acid hydrochloride (0.03 g, 0.18 mmol) according to the procedure as described in Example 1, Step C to give the title compound as a yellow solid (0.09 g, 80%). The compound was characterized by the following spectroscopic data: Starting materials: [BH4-], CCO, CO, O=Cc1ccc(Cl)cc1, CC(N)CO, [Na+]. Product: CC(CO)NCc1ccc(Cl)cc1. As a reaction SMILES: [BH4-:15].[CH3:17][CH2:18][OH:19].[CH3:20][OH:21].[Cl:1][c:2]1[cH:3][cH:4][c:5]([CH:6]=[O:7])[cH:8][cH:9]1.[NH2:10][CH:11]([CH2:12][OH:13])[CH3:14].[Na+:16]>>[Cl:1][c:2]1[cH:3][cH:4][c:5]([CH2:6][NH:10][CH:11]([CH2:12][OH:13])[CH3:14])[cH:8][cH:9]1. Reactants: C(C)OC(=O)C1=C(C=2C=NC=C(C2N1)F)NC1=C(C=C(C=C1)[Si](C)(C)C)F (7-fluoro-3-(2-fluoro-4-trimethylsilanyl-phenylamino)-1H-pyrrolo[3,2-c]pyridine-2-carboxylic acid ethyl ester), ICl (iodine monochloride). Solvent: C(Cl)Cl (CH2Cl2). Run at temperature 2.5 celsius, time 1 hour. Product: C(C)OC(=O)C1=C(C=2C=NC=C(C2N1)F)NC1=C(C=C(C=C1)I)F (7-Fluoro-3-(2-fluoro-4-iodo-phenylamino)-1H-pyrrolo[3,2-c]pyridine-2-carboxylic acid ethyl ester). The yield is 38.0%. As a reaction SMILES: [CH2:1]([O:3][C:4]([C:6]1[NH:14][C:13]2[C:12]([F:15])=[CH:11][N:10]=[CH:9][C:8]=2[C:7]=1[NH:16][C:17]1[CH:22]=[CH:21][C:20]([Si](C)(C)C)=[CH:19][C:18]=1[F:27])=[O:5])[CH3:2].[I:28]Cl>C(Cl)Cl>[CH2:1]([O:3][C:4]([C:6]1[NH:14][C:13]2[C:12]([F:15])=[CH:11][N:10]=[CH:9][C:8]=2[C:7]=1[NH:16][C:17]1[CH:22]=[CH:21][C:20]([I:28])=[CH:19][C:18]=1[F:27])=[O:5])[CH3:2]. Procedure: A solution of 7-fluoro-3-(2-fluoro-4-trimethylsilanyl-phenylamino)-1H-pyrrolo[3,2-c]pyridine-2-carboxylic acid ethyl ester (500 mg, 1.28 mmol) in CH2Cl2 (15 mL) was cooled to 0-5° C. and treated dropwise with iodine monochloride solution (2.6 mL, 1M in CH2Cl2). The mixture was stirred at 0-5° C. for one hour and then quenched by addition of a saturated aqueous sodium thiosulfate solution (10 mL). The mixture was diluted with water and dichloromethane. The precipitate formed was filtered off, was... Reactants: Brc1cnc2[nH]ccc2n1, O=C(Cl)C12CC3CC(CC(C3)C1)C2. The product is O=C(c1c[nH]c2ncc(Br)nc12)C12CC3CC(CC(C3)C1)C2. As a reaction SMILES: [Br:1][c:2]1[n:3][c:4]2[c:5]([n:6][cH:7]1)[nH:8][cH:9][cH:10]2.[C:11]12([C:21](=[O:22])[Cl:23])[CH2:12][CH:13]3[CH2:14][CH:15]([CH2:16][CH:17]([CH2:18]1)[CH2:19]3)[CH2:20]2>>[Br:1][c:2]1[n:3][c:4]2[c:5]([n:6][cH:7]1)[nH:8][cH:9][c:10]2[C:21]([C:11]12[CH2:12][CH:13]3[CH2:14][CH:15]([CH2:16][CH:17]([CH2:18]1)[CH2:19]3)[CH2:20]2)=[O:22]. Reactants: Cl.[N+](=O)([O-])C1=CC=C(C=C1)C1=CC=C(O1)C(OCC)=N (ethyl 5-(4-nitrophenyl)-2-furimidate hydrochloride), C(CN)N (ethylenediamine). Solvent: C(C)O (ethanol). Product: Cl.[N+](=O)([O-])C1=CC=C(C=C1)C1=CC=C(O1)C=1NCCN1 (2-[5-(4-Nitrophenyl)-2-furyl]imidazoline Hydrochloride). The yield is 86.4%. RXN SMILES: [ClH:1].[N+:2]([C:5]1[CH:10]=[CH:9][C:8]([C:11]2[O:15][C:14]([C:16](=[NH:20])OCC)=[CH:13][CH:12]=2)=[CH:7][CH:6]=1)([O-:4])=[O:3].[CH2:21](N)[CH2:22][NH2:23]>C(O)C>[ClH:1].[N+:2]([C:5]1[CH:6]=[CH:7][C:8]([C:11]2[O:15][C:14]([C:16]3[NH:20][CH2:21][CH2:22][N:23]=3)=[CH:13][CH:12]=2)=[CH:9][CH:10]=1)([O-:4])=[O:3] |f:0.1,4.5|. Procedure details: A mixture of 39 g (0.13 mole) of ethyl 5-(4-nitrophenyl)-2-furimidate hydrochloride and 8.6 g (0.14 mole) of ethylenediamine in 400 ml of absolute ethanol was heated under reflux for 61/2 hr and stood in a refrigerator overnight. The yellow solid was collected by filtration and washed with anhydrous ether to give 33 g (85%) of product, m.p. > 300°. Conditions: temperature 120 celsius. Reaction SMILES: Br[C:2]1[C:3]([O:12][CH2:13][C:14]([F:17])([F:16])[F:15])=[N:4][CH:5]=[C:6]([CH:11]=1)[C:7]([O:9][CH3:10])=[O:8].C(=O)([O-])[O-].[Cs+].[Cs+].[C:24]1([CH3:30])C=CC=C[CH:25]=1.C1([B-](F)(F)F)CC1.[K+]>C([O-])(=O)C.[Pd+2].C([O-])(=O)C.C(P(C12CC3CC(CC(C3)C1)C2)C12CC3CC(CC(C3)C1)C2)CCC.O>[CH3:10][O:9][C:7](=[O:8])[C:6]1[CH:11]=[C:2]([CH:30]2[CH2:24][CH2:25]2)[C:3]([O:12][CH2:13][C:14]([F:17])([F:16])[F:15])=[N:4][CH:5]=1 |f:1.2.3,5.6,7.8.9|. Procedure details: In a 50 mL two-necked flask, methyl 5-bromo-6-(2,2,2-trifluoroethoxy)nicotinate (1 g, 3.18 mmol, Eq: 1.00, CAN 1211589-51-3) and cesium carbonate (3.11 g, 9.55 mmol, Eq: 3) were combined with toluene (25 ml) and water (2.8 ml) to give a colorless solution. The reaction mixture was 3× degassed and purged with argon, then palladium(II) acetate (14.3 mg, 63.7 μmol, Eq: 0.02), potassium cyclopropyltrifluoroborate (518 mg, 3.5 mmol, Eq: 1.1) and butyldi-1-adamantylphosphine (68.5 mg, 191 μmol, Eq: 0.... The solvent is O (water), O (H2O). The reagents and catalysts are C(C)(=O)[O-].[Pd+2].C(C)(=O)[O-] (palladium(II) acetate), C(CCC)P(C12CC3CC(CC(C1)C3)C2)C23CC1CC(CC(C2)C1)C3 (butyldi-1-adamantylphosphine). The reactants are C1(CC1)[B-](F)(F)F.[K+] (potassium cyclopropyltrifluoroborate), BrC=1C(=NC=C(C(=O)OC)C1)OCC(F)(F)F (methyl 5-bromo-6-(2,2,2-trifluoroethoxy)nicotinate), C([O-])([O-])=O.[Cs+].[Cs+] (cesium carbonate), C1(=CC=CC=C1)C (toluene). Yields the product COC(C1=CN=C(C(=C1)C1CC1)OCC(F)(F)F)=O (5-Cyclopropyl-6-(2,2,2-trifluoro-ethoxy)-nicotinic acid methyl ester). Starting materials: acid anhydrides, C(C)(C)N (isopropyl amine), pyrimidine diones, C1=2C(=O)OC(NC1=NC=CC2)=O (3-azaisatoic anhydride). The solvent is CN(C=O)C (dimethylformamide). Product: NC1=C(C(=O)NC(C)C)C=CC=N1 (2-amino-N-isopropylnicotinamide). As a reaction SMILES: [C:1]12[C:7](=[N:8][CH:9]=[CH:10][CH:11]=1)[NH:6]C(=O)[O:4][C:2]2=O.[CH:13]([NH2:16])([CH3:15])[CH3:14]>CN(C)C=O>[NH2:6][C:7]1[N:8]=[CH:9][CH:10]=[CH:11][C:1]=1[C:2]([NH:16][CH:13]([CH3:15])[CH3:14])=[O:4]. Procedure details: In addition to being useful as discussed above, acid anhydrides produced by the method of the invention are useful as intermediates for the production of pyrimidine diones which can be used as herbicides. For example, 3-azaisatoic anhydride can be dissolved in dimethylformamide and reacted with a substantially stoiciometric amount of isopropyl amine to produce 2-amino-N-isopropylnicotinamide. The reaction is conveniently conducted at a temperature of about 45°-50° until carbon dioxide evolution ... Reactants: O=C(OCc1ccccc1)N1CCc2ccc([N+](=O)[O-])cc21, CCO, O, O, Cl[Sn]Cl. The product is Nc1ccc2c(c1)N(C(=O)OCc1ccccc1)CC2. Reaction SMILES: [CH2:1]([c:2]1[cH:3][cH:4][cH:5][cH:6][cH:7]1)[O:8][C:9](=[O:10])[N:11]1[CH2:12][CH2:13][c:14]2[cH:15][cH:16][c:17]([N+:20]([O-:21])=[O:22])[cH:18][c:19]21.[CH3:28][CH2:29][OH:30].[OH2:23].[OH2:24].[Sn:25]([Cl:26])[Cl:27]>>[CH2:1]([c:2]1[cH:3][cH:4][cH:5][cH:6][cH:7]1)[O:8][C:9](=[O:10])[N:11]1[CH2:12][CH2:13][c:14]2[cH:15][cH:16][c:17]([NH2:20])[cH:18][c:19]21. Starting materials: FC(C1=NC(=C(C(=C1C(=O)OCC)Cl)C(=O)OC)C(F)(F)F)(F)F (3-Ethyl 5-methyl 2,6-bis(trifluoromethyl)-4-chloro-3,5-pyridinedicarboxylate), [N-]=[N+]=[N-].[Na+] (sodium azide), CN(C)C=O (DMF). Run in O (water). Run at time 1 hour. Product: N(=[N+]=[N-])C1=C(C(=NC(=C1C(=O)OC)C(F)(F)F)C(F)(F)F)C(=O)OCC (3-Ethyl 5-methyl 4-azido-2,6-bis(trifluoro-methyl)-3,5-pyridinedicarboxylate). Yield: 93.2%. As a reaction SMILES: [F:1][C:2]([F:24])([F:23])[C:3]1[C:8]([C:9]([O:11][CH2:12][CH3:13])=[O:10])=[C:7](Cl)[C:6]([C:15]([O:17][CH3:18])=[O:16])=[C:5]([C:19]([F:22])([F:21])[F:20])[N:4]=1.[N-:25]=[N+:26]=[N-:27].[Na+].CN(C=O)C>O>[N:25]([C:7]1[C:6]([C:15]([O:17][CH3:18])=[O:16])=[C:5]([C:19]([F:20])([F:22])[F:21])[N:4]=[C:3]([C:2]([F:24])([F:23])[F:1])[C:8]=1[C:9]([O:11][CH2:12][CH3:13])=[O:10])=[N+:26]=[N-:27] |f:1.2|. Reported procedure: A mixture of 15.13 g (0.040 mol) of product of Example 27, 2.85 g (0.040 mol) of sodium azide and 175 ml of DMF was stirred for 1 hour and poured into 500 ml of water. The mixture was extracted with ether. The ether extract was washed several times with water, dried (MgSO4) and concentrated to give 14.4 g (93.7%) of product; mp 46°-47° C.